From a dataset of the Open Reaction Database (ORD), a public repository of structured organic reaction records. describe an organic reaction: reactants, conditions, products, and yield Starting materials: BrCC[C@@H]1C[C@@H](N(CC1)C(=O)OC(C)(C)C)C(=O)OC (methyl cis-4-(2-bromoethyl)-N-t-butoxycarbonyl-2-piperidinecarboxylate), CS(=O)C (DMSO), [C-]#N.[Na+] (sodium cyanide), O (water). Run in [Cl-].[Na+].O (brine). Reaction conditions: temperature 50 celsius, time 30 minute. Product: C(#N)CC[C@@H]1C[C@@H](N(CC1)C(=O)OC(C)(C)C)C(=O)OC (methyl cis-4-(2-cyanoethyl)-N-t-butoxycarbonyl-2-piperidinecarboxylate). The yield is 85.4%. Reaction SMILES: Br[CH2:2][CH2:3][C@H:4]1[CH2:9][CH2:8][N:7]([C:10]([O:12][C:13]([CH3:16])([CH3:15])[CH3:14])=[O:11])[C@@H:6]([C:17]([O:19][CH3:20])=[O:18])[CH2:5]1.CS(C)=O.[C-:25]#[N:26].[Na+].O>[Cl-].[Na+].O>[C:25]([CH2:2][CH2:3][C@H:4]1[CH2:9][CH2:8][N:7]([C:10]([O:12][C:13]([CH3:16])([CH3:15])[CH3:14])=[O:11])[C@@H:6]([C:17]([O:19][CH3:20])=[O:18])[CH2:5]1)#[N:26] |f:2.3,5.6.7|. Procedure: To a solution of 12.95 g (0.031 mol, containing triphenylphosphine oxide) of methyl cis-4-(2-bromoethyl)-N-t-butoxycarbonyl-2-piperidinecarboxylate and 40 ml of DMSO was added 2.30 g (0.047 mol) of sodium cyanide. The mixture was stirred for approximately 30 minutes at 50° C. To the mixture was added 50 ml each of water and brine and the mixture was extracted four times with methylene chloride and once with diethyl ether. The organic extracts were combined, washed twice with water and once with ... The reactants are COc1ccc(-c2nccn2N=Cc2ccc(N(C)C)cc2)cc1, CN(C)c1ccc(C(=O)CBr)cc1, CC#N. The product is [Br-], COc1ccc(-c2n(N=Cc3ccc(N(C)C)cc3)cc[n+]2CC(=O)c2ccc(N(C)C)cc2)cc1. As a reaction SMILES: [CH3:14][N:15]([c:16]1[cH:17][cH:18][c:19]([CH:20]=[N:21][n:22]2[c:23](-[c:27]3[cH:28][cH:29][c:30]([O:33][CH3:34])[cH:31][cH:32]3)[n:24][cH:25][cH:26]2)[cH:35][cH:36]1)[CH3:37].[CH3:1][N:2]([c:3]1[cH:4][cH:5][c:6]([C:7]([CH2:8][Br:9])=[O:10])[cH:11][cH:12]1)[CH3:13].[CH3:38][C:39]#[N:40]>>[Br-:9].[CH3:1][N:2]([c:3]1[cH:4][cH:5][c:6]([C:7]([CH2:8][n+:24]2[c:23](-[c:27]3[cH:28][cH:29][c:30]([O:33][CH3:34])[cH:31][cH:32]3)[n:22]([N:21]=[CH:20][c:19]3[cH:18][cH:17][c:16]([N:15]([CH3:14])[CH3:37])[cH:36][cH:35]3)[cH:26][cH:25]2)=[O:10])[cH:11][cH:12]1)[CH3:13]. The reactants are NC1=C2N=C(C(=NC2=CC(=C1Cl)Cl)OC)OC (5-amino-6,7-dichloro-2,3-dimethoxyquinoxaline), Cl (hydrochloric acid), [I-].[K+] (potassium iodide), N(=O)[O-].[Na+] (sodium nitrite). Run in CC(=O)C (acetone). Run at temperature 10 celsius, time 0.25 hour. The product is ClC=1C(=C2N=C(C(=NC2=CC1Cl)OC)OC)I (6,7-Dichloro-2,3-dimethoxy-5-iodoquinoxaline). Yield: 31.4%. As a reaction SMILES: N[C:2]1[C:11]([Cl:12])=[C:10]([Cl:13])[CH:9]=[C:8]2[C:3]=1[N:4]=[C:5]([O:16][CH3:17])[C:6]([O:14][CH3:15])=[N:7]2.Cl.N([O-])=O.[Na+].[I-:23].[K+]>CC(C)=O>[Cl:12][C:11]1[C:2]([I:23])=[C:3]2[C:8](=[CH:9][C:10]=1[Cl:13])[N:7]=[C:6]([O:14][CH3:15])[C:5]([O:16][CH3:17])=[N:4]2 |f:2.3,4.5|. Procedure details: To a mechanically stirred solution of 5-amino-6,7-dichloro-2,3-dimethoxyquinoxaline (Preparation 26, 38.12 g, 0.14 mol) in acetone at 0° C. was added 2M aqueous hydrochloric acid solution (396 mL, 0.79 mol), followed dropwise by addition of 1M aqueous sodium nitrite solution (208 mL, 0.28 mol). After 0.25 hour at 0° C., 5M aqueous potassium iodide solution (278 mL, 1.39 mol) was added maintaining the reaction temperature below 5° C. The mixture was then warmed to 10° C. over 0.5 hour, the aceton...